This data is from the Open Reaction Database (ORD), a public repository of structured organic reaction records. The task is: describe an organic reaction: reactants, conditions, products, and yield The reactants are CN1CCNCC1, O=C(O)c1cccc(CONC(=O)c2ccccc2NCc2ccncc2)c1. Product: CN1CCN(C(=O)c2cccc(CONC(=O)c3ccccc3NCc3ccncc3)c2)CC1. RXN SMILES: [CH3:29][N:30]1[CH2:31][CH2:32][NH:33][CH2:34][CH2:35]1.[n:1]1[cH:2][cH:3][c:4]([CH2:7][NH:8][c:9]2[c:10]([C:11](=[O:12])[NH:13][O:14][CH2:15][c:16]3[cH:17][c:18]([C:19](=[O:20])[OH:21])[cH:22][cH:23][cH:24]3)[cH:25][cH:26][cH:27][cH:28]2)[cH:5][cH:6]1>>[n:1]1[cH:2][cH:3][c:4]([CH2:7][NH:8][c:9]2[c:10]([C:11](=[O:12])[NH:13][O:14][CH2:15][c:16]3[cH:17][c:18]([C:19](=[O:20])[N:33]4[CH2:32][CH2:31][N:30]([CH3:29])[CH2:35][CH2:34]4)[cH:22][cH:23][cH:24]3)[cH:25][cH:26][cH:27][cH:28]2)[cH:5][cH:6]1. Starting materials: [Ag+2], OCCCBr, Nc1ccc2c(c1)C(=C1C(=O)Nc3ccccc31)OC2, CN(C)C=O, O=S(=O)([O-])[O-]. Product: O=C1Nc2ccccc2C1=C1OCc2ccc(NCCCO)cc21. Reaction SMILES: [Ag+2:36].[Br:21][CH2:22][CH2:23][CH2:24][OH:25].[NH2:1][c:2]1[cH:3][cH:4][c:5]2[c:9]([cH:10]1)[C:8](=[C:11]1[C:12](=[O:20])[NH:13][c:14]3[cH:15][cH:16][cH:17][cH:18][c:19]31)[O:7][CH2:6]2.[O:26]=[CH:27][N:28]([CH3:29])[CH3:30].[S:31]([O-:32])([O-:33])(=[O:34])=[O:35]>>[NH:1]([c:2]1[cH:3][cH:4][c:5]2[c:9]([cH:10]1)[C:8](=[C:11]1[C:12](=[O:20])[NH:13][c:14]3[cH:15][cH:16][cH:17][cH:18][c:19]31)[O:7][CH2:6]2)[CH2:22][CH2:23][CH2:24][OH:25].